From a dataset of the Open Reaction Database (ORD), a public repository of structured organic reaction records. describe an organic reaction: reactants, conditions, products, and yield Starting materials: C(=O)C=C (acrolein), C(=O)C=C (acrolein), O (water), FC1=CC=C(C=C1)C1=CN(C2=CC=CC=C12)C(C)C (3-(4-Fluorophenyl)-1-(1-Methylethyl)-1H-Indole), P(=O)(Cl)(Cl)Cl (phosphorus oxychloride). Solvent: C(C)#N (acetonitrile), C(C)#N (acetonitrile). Run at temperature 60 celsius, time 6 hour. Yields the product FC1=CC=C(C=C1)C1=C(N(C2=CC=CC=C12)C(C)C)C=CC=O (3-[3-(4-Fluorophenyl)-1-(1-Methylethyl)-1H-Indol-2-yl]-2-Propenal). RXN SMILES: [CH:1]([CH:3]=[CH2:4])=[O:2].[F:5][C:6]1[CH:11]=[CH:10][C:9]([C:12]2[C:20]3[C:15](=[CH:16][CH:17]=[CH:18][CH:19]=3)[N:14]([CH:21]([CH3:23])[CH3:22])[CH:13]=2)=[CH:8][CH:7]=1.P(Cl)(Cl)(Cl)=O.O>C(#N)C>[F:5][C:6]1[CH:11]=[CH:10][C:9]([C:12]2[C:20]3[C:15](=[CH:16][CH:17]=[CH:18][CH:19]=3)[N:14]([CH:21]([CH3:23])[CH3:22])[C:13]=2[CH:4]=[CH:3][CH:1]=[O:2])=[CH:8][CH:7]=1. Reported procedure: Use of the crude acrolein coming from Example 4a. To a suspension of 3-[3-(4-Fluorophenyl)-1-(1-Methylethyl)-1H-Indole (130.7 g), phosphorus oxychloride (114.6 g) in acetonitrile (128 ml) cooled at 5° C. a solution of crude acrolein (116.9 g from Example 4a) in acetonitrile (145 ml) is added dropwise in 60 minutes. The reaction mixture is then warmed to 60° C. and kept under stirring at 60° C. for 6 hours; water (1100 ml) is added and after 1 hour at 60° C. the formed solid is filtered on Buchne...